Dataset: the Open Reaction Database (ORD), a public repository of structured organic reaction records. Task: describe an organic reaction: reactants, conditions, products, and yield Reactants: [N+](=O)([O-])CC(=CCO)C (4-nitro-3-methyl-2-butenol), C1(=CC=CC=C1)N=C=O (phenylisocyanate). The solvent is C1=CC=CC=C1 (benzene). The product is CC(=CCO)C[N+](=O)[O-].C1(=CC=CC=C1)NC([O-])=O (3-methyl-4-nitro-2-butene-1-ol phenylcarbamate). As a reaction SMILES: [N+:1]([CH2:4][C:5]([CH3:9])=[CH:6][CH2:7][OH:8])([O-:3])=[O:2].[C:10]1([N:16]=[C:17]=[O:18])[CH:15]=[CH:14][CH:13]=[CH:12][CH:11]=1>C1C=CC=CC=1>[CH3:9][C:5]([CH2:4][N+:1]([O-:3])=[O:2])=[CH:6][CH2:7][OH:8].[C:10]1([NH:16][C:17](=[O:2])[O-:18])[CH:15]=[CH:14][CH:13]=[CH:12][CH:11]=1 |f:3.4|. Procedure details: 0.1 Mol of 4-nitro-3-methyl-2-butenol and 0.1 Mol of phenylisocyanate were treated at 60°-80° C. for 3 hours. The reaction mixture was left for several hours at room temperature before dissolving it in hot benzene. The benzene solution was filtered and evaporated. The residue was crystallized from hot ligroin. Yellow crystals, m.p. 63°-66°, were obtained.